From a dataset of the Open Reaction Database (ORD), a public repository of structured organic reaction records. describe an organic reaction: reactants, conditions, products, and yield The reactants are [BH4-], Cc1ncc(C=O)c(C)c1OCc1ccc(C#N)cc1, N#Cc1ccc(-c2ccc(N)cc2)cc1, [Na+], O, Cc1ccc(S(=O)(=O)O)cc1, c1ccccc1. Product: Cc1ncc(CNc2ccc(-c3ccc(C#N)cc3)cc2)c(C)c1OCc1ccc(C#N)cc1. RXN SMILES: [BH4-:48].[CH:1](=[O:2])[c:3]1[c:4]([CH3:20])[c:5]([O:10][CH2:11][c:12]2[cH:13][cH:14][c:15]([C:16]#[N:17])[cH:18][cH:19]2)[c:6]([CH3:9])[n:7][cH:8]1.[NH2:21][c:22]1[cH:23][cH:24][c:25](-[c:28]2[cH:29][cH:30][c:31]([C:34]#[N:35])[cH:32][cH:33]2)[cH:26][cH:27]1.[Na+:49].[OH2:36].[c:37]1([CH3:38])[cH:39][cH:40][c:41]([S:42]([OH:43])(=[O:44])=[O:45])[cH:46][cH:47]1.[cH:50]1[cH:51][cH:52][cH:53][cH:54][cH:55]1>>[CH2:1]([c:3]1[c:4]([CH3:20])[c:5]([O:10][CH2:11][c:12]2[cH:13][cH:14][c:15]([C:16]#[N:17])[cH:18][cH:19]2)[c:6]([CH3:9])[n:7][cH:8]1)[NH:21][c:22]1[cH:23][cH:24][c:25](-[c:28]2[cH:29][cH:30][c:31]([C:34]#[N:35])[cH:32][cH:33]2)[cH:26][cH:27]1. The reactants are Cc1cc(-c2ccc(C(F)(F)F)cc2)cc(-c2cccc(-c3cccc(N)c3)n2)n1, CC(=O)Cl, CCOC(C)=O. Product: CC(=O)Nc1cccc(-c2cccc(-c3cc(-c4ccc(C(F)(F)F)cc4)cc(C)n3)n2)c1. Reaction SMILES: [CH3:1][c:2]1[cH:3][c:4](-[c:21]2[cH:22][cH:23][c:24]([C:27]([F:28])([F:29])[F:30])[cH:25][cH:26]2)[cH:5][c:6](-[c:8]2[n:9][c:10](-[c:14]3[cH:15][c:16]([NH2:20])[cH:17][cH:18][cH:19]3)[cH:11][cH:12][cH:13]2)[n:7]1.[CH3:31][C:32]([Cl:33])=[O:34].[CH3:35][CH2:36][O:37][C:38]([CH3:39])=[O:40]>>[CH3:1][c:2]1[cH:3][c:4](-[c:21]2[cH:22][cH:23][c:24]([C:27]([F:28])([F:29])[F:30])[cH:25][cH:26]2)[cH:5][c:6](-[c:8]2[n:9][c:10](-[c:14]3[cH:15][c:16]([NH:20][C:32]([CH3:31])=[O:34])[cH:17][cH:18][cH:19]3)[cH:11][cH:12][cH:13]2)[n:7]1. Reactants: ice, C(C)(C)(C)OC(CN1C=CC2=C(C=CC=C12)O)=O ((4-hydroxy-indol-1-yl)-acetic acid tert-butyl ester), CC(C(O)C1=C(N=C(S1)C1=CC=C(C=C1)C(F)(F)F)C)C ([rac]-2-methyl-1-[4-methyl-2-(4-trifluoromethyl-phenyl)-thiazol-5-yl]-propan-1-ol), C(CCC)P(CCCC)CCCC (tributylphosphine), CN(C(=O)N=NC(=O)N(C)C)C (N,N,N′,N′-tetramethyl azodicarboxamide). Run in O1CCCC1 (tetrahydrofuran). Conditions: time 14 hour. Yields the product C(C)(C)(C)OC(CN1C=CC2=C(C=CC=C12)OC(C(C)C)C1=C(N=C(S1)C1=CC=C(C=C1)C(F)(F)F)C)=O ([rac]-(4-{2-Methyl-1-[4-methyl-2-(4-trifluoromethyl-phenyl)-thiazol-5-yl]-propoxy}-indol-1-yl)-acetic acid tert-butyl ester). Yield: 12.0%. As a reaction SMILES: [C:1]([O:5][C:6](=[O:18])[CH2:7][N:8]1[C:16]2[C:11](=[C:12]([OH:17])[CH:13]=[CH:14][CH:15]=2)[CH:10]=[CH:9]1)([CH3:4])([CH3:3])[CH3:2].[CH3:19][CH:20]([CH3:39])[CH:21]([C:23]1[S:27][C:26]([C:28]2[CH:33]=[CH:32][C:31]([C:34]([F:37])([F:36])[F:35])=[CH:30][CH:29]=2)=[N:25][C:24]=1[CH3:38])O.C(P(CCCC)CCCC)CCC.CN(C)C(N=NC(N(C)C)=O)=O>O1CCCC1>[C:1]([O:5][C:6](=[O:18])[CH2:7][N:8]1[C:16]2[C:11](=[C:12]([O:17][CH:21]([C:23]3[S:27][C:26]([C:28]4[CH:33]=[CH:32][C:31]([C:34]([F:36])([F:37])[F:35])=[CH:30][CH:29]=4)=[N:25][C:24]=3[CH3:38])[CH:20]([CH3:39])[CH3:19])[CH:13]=[CH:14][CH:15]=2)[CH:10]=[CH:9]1)([CH3:4])([CH3:2])[CH3:3]. Reported procedure: To an ice cold solution of (4-hydroxy-indol-1-yl)-acetic acid tert-butyl ester (49 mg, 0.2 mmol), [rac]-2-methyl-1-[4-methyl-2-(4-trifluoromethyl-phenyl)-thiazol-5-yl]-propan-1-ol [62 mg, 0.2 mmol; PCT Int. Appl. (2002), WO 02/062774 A1] and tributylphosphine (70 μl, 0.3 mmol) in tetrahydrofuran (3 ml) was added N,N,N′,N′-tetramethyl azodicarboxamide (51 mg, 0.3 mmol) under an argon atmosphere. The cooling bath was removed and stirring continued for 14 h. Filtration over celite and evaporation o...